Dataset: the Open Reaction Database (ORD), a public repository of structured organic reaction records. Task: describe an organic reaction: reactants, conditions, products, and yield Reactants: O=C(OCc1ccccc1)N1CCCCC1CCBr, O=C([O-])[O-], CCCCOc1nc(N)c2nc(OC)[nH]c2n1, O=C(O)C(F)(F)F, [K+], [K+], CN(C)C=O. The product is CCCCOc1nc(N)c2nc(OC)n(CCC3CCCCN3C(=O)OCc3ccccc3)c2n1. RXN SMILES: [Br:31][CH2:32][CH2:33][CH:34]1[N:35]([C:40](=[O:41])[O:42][CH2:43][c:44]2[cH:45][cH:46][cH:47][cH:48][cH:49]2)[CH2:36][CH2:37][CH2:38][CH2:39]1.[C:25](=[O:26])([O-:27])[O-:28].[CH2:8]([CH2:9][CH2:10][CH3:11])[O:12][c:13]1[n:14][c:15]([NH2:24])[c:16]2[n:17][c:18]([O:22][CH3:23])[nH:19][c:20]2[n:21]1.[F:1][C:2]([F:3])([F:4])[C:5]([OH:6])=[O:7].[K+:29].[K+:30].[O:50]=[CH:51][N:52]([CH3:53])[CH3:54]>>[CH2:8]([CH2:9][CH2:10][CH3:11])[O:12][c:13]1[n:14][c:15]([NH2:24])[c:16]2[n:17][c:18]([O:22][CH3:23])[n:19]([CH2:32][CH2:33][CH:34]3[N:35]([C:40](=[O:41])[O:42][CH2:43][c:44]4[cH:45][cH:46][cH:47][cH:48][cH:49]4)[CH2:36][CH2:37][CH2:38][CH2:39]3)[c:20]2[n:21]1. The reactants are NO.Cl (NH2OH—HCl), [OH-].[Na+] (NaOH), C1(=CC=C(C=C1)S(=O)(=O)Cl)C (p-toluenesulfonyl chloride), ClC1=CC=C2C3(C(NC2=C1)=O)C(CC(CC3C3=C(C=CC(=C3)F)C)=O)C3=CC(=CC=C3)Cl (rac-(1S,2S,6R)-6′-chloro-2-(3-chlorophenyl)-6-(5-fluoro-2-methylphenyl)-spiro[cyclohexane-1,3′-[3H]indole]-2′,4(1′H)-dione). The solvent is CCO.O (EtOH water), ClCCl (dichloromethane), CCOC(=O)C (AcOEt). Run at temperature 100 celsius. Yields the product ClC1=CC=C2[C@@]3(C(NC2=C1)=O)[C@H](CNC(C[C@H]3C3=C(C=CC(=C3)F)C)=O)C3=CC(=CC=C3)Cl ((3R,4S,5S)-6′-chloro-3-(3-chlorophenyl)-5-(5-fluoro-2-methylphenyl)-1,1′,2,2′,3,5,6,7-octahydrospiro[4H-azepine-4,3′-[3H]-indole]-2′,7-dione). Yield: 11.7%. RXN SMILES: [Cl:1][C:2]1[CH:10]=[C:9]2[C:5]([C:6]3([CH:16]([C:17]4[CH:22]=[C:21]([F:23])[CH:20]=[CH:19][C:18]=4[CH3:24])[CH2:15][C:14](=[O:25])[CH2:13][CH:12]3[C:26]3[CH:31]=[CH:30][CH:29]=[C:28]([Cl:32])[CH:27]=3)[C:7](=[O:11])[NH:8]2)=[CH:4][CH:3]=1.[NH2:33]O.Cl.[OH-].[Na+].C1(C)C=CC(S(Cl)(=O)=O)=CC=1>CCO.O.ClCCl.CCOC(C)=O>[Cl:1][C:2]1[CH:10]=[C:9]2[C:5]([C@@:6]3([C@H:16]([C:17]4[CH:22]=[C:21]([F:23])[CH:20]=[CH:19][C:18]=4[CH3:24])[CH2:15][C:14](=[O:25])[NH:33][CH2:13][C@@H:12]3[C:26]3[CH:31]=[CH:30][CH:29]=[C:28]([Cl:32])[CH:27]=3)[C:7](=[O:11])[NH:8]2)=[CH:4][CH:3]=1 |f:1.2,3.4,6.7|. Reported procedure: In a manner similar to the method described in example 2 (method B), rac-(1S,2S,6R)-6′-chloro-2-(3-chlorophenyl)-6-(5-fluoro-2-methylphenyl)-spiro[cyclohexane-1,3′-[3H]indole]-2′,4(1′H)-dione (130.0 mg, 0.28 mmole) was reacted with NH2OH—HCl (97.3 mg, 1.40 mmol), NaOH (56.0 mg, 1.40 mmole) in EtOH-water (3/2, 5 mL) at refluxing for 3 hrs, followed by reacting with p-toluenesulfonyl chloride (114.4 mg, 0.60 mmol) in dichloromethane (10 mL) at room temperature for 2 hrs, and heating under microwav... The yield is 66.4%. Yields the product ClC=1C(=NC=C(C1)C(F)(F)F)C(C=C(C)N(C)C)=O (1-(3-chloro-5-(trifluoromethyl)pyridin-2-yl)-3-(dimethylamino)-2-buten-1-one). As a reaction SMILES: [C:1]([C:4]1[C:9]([Cl:10])=[CH:8][C:7]([C:11]([F:14])([F:13])[F:12])=[CH:6][N:5]=1)(=[O:3])[CH3:2].CO[C:17](OC)([N:19]([CH3:21])[CH3:20])[CH3:18]>C1(C)C=CC=CC=1>[Cl:10][C:9]1[C:4]([C:1](=[O:3])[CH:2]=[C:17]([N:19]([CH3:21])[CH3:20])[CH3:18])=[N:5][CH:6]=[C:7]([C:11]([F:13])([F:14])[F:12])[CH:8]=1. Run in C1(=CC=CC=C1)C (toluene). Reactants: C(C)(=O)C1=NC=C(C=C1Cl)C(F)(F)F (2-acetyl-3-chloro-5-(trifluoromethyl)pyridine), COC(C)(N(C)C)OC (N,N-dimethylacetamide dimethyl acetal). Procedure: 1.0 g of 2-acetyl-3-chloro-5-(trifluoromethyl)pyridine and 715 mg of N,N-dimethylacetamide dimethyl acetal were reacted in 6 mL of toluene at 100° C. for 14 hours. The reaction liquid was concentrated under reduced pressure, and the obtained residue was purified by silica gel column chromatography (eluent: ethyl acetate) to obtain 869 mg of 1-(3-chloro-5-(trifluoromethyl)pyridin-2-yl)-3-(dimethylamino)-2-buten-1-one (after-mentioned intermediate No. IV-1). The reactants are C(C1=CC=CC=C1)N1CCC(CC1)=O (1-benzyl-4-piperidone), S([O-])(O)(=O)=O.[Na+] (sodium bisulfate), [C-]#N.[K+] (potassium cyanide), O (water). Solvent: C(C)OCC (diethyl ether). Run at time 1 hour. The product is C(C1=CC=CC=C1)N1CCC(CC1)(C#N)O (1-benzyl-4-hydroxypiperidine-4-carbonitrile). The yield is 74.3%. RXN SMILES: [CH2:1]([N:8]1[CH2:13][CH2:12][C:11](=[O:14])[CH2:10][CH2:9]1)[C:2]1[CH:7]=[CH:6][CH:5]=[CH:4][CH:3]=1.S(=O)(=O)(O)[O-].[Na+].[C-:21]#[N:22].[K+].O>C(OCC)C>[CH2:1]([N:8]1[CH2:13][CH2:12][C:11]([OH:14])([C:21]#[N:22])[CH2:10][CH2:9]1)[C:2]1[CH:3]=[CH:4][CH:5]=[CH:6][CH:7]=1 |f:1.2,3.4|. Reported procedure: A slurry of 1-benzyl-4-piperidone (53.3 g, 0.28 mol), sodium bisulfate (38.5 g, 0.32 mol), potassium cyanide (24.5 g, 0.38 mol) and water (200 mL) was stirred 1 hour and then combined with diethyl ether. The mixture was stirred 1 hour and the ether layer was separated, washed with water (2×) and brine (2×), dried (K2CO3), filtered and concentrated. The residue was crystallized from pentane/diethyl ether (3:1, approximately 400 mL) to give 1-benzyl-4-hydroxypiperidine-4-carbonitrile (45 g) as a c...